Dataset: the Open Reaction Database (ORD), a public repository of structured organic reaction records. Task: describe an organic reaction: reactants, conditions, products, and yield Reactants: [OH-].OCC[N+](C)(C)C (choline hydroxide), C1(CCCCC1)N(C=1C(=CC=2C(=NC=3N(C=C(C(C3C2)=O)C(=O)O)C)C1)F)C (8-[(cyclohexyl)(methyl)amino]-7-fluoro-1-methyl-4-oxo-1,4-dihydrobenzo[b][1,8]naphthyridine-3-carboxylic acid), solution. Run in CO (methanol), CO (methanol). Yields the product OCC[N+](C)(C)C.C1(CCCCC1)N(C=1C(=CC=2C(=NC=3N(C=C(C(C3C2)=O)C(=O)[O-])C)C1)F)C (choline 8-[(cyclohexyl)(methyl)amino]-7-fluoro-1-methyl-4-oxo-1,4-dihydrobenzo[b][1,8]naphthyridine-3-carboxylate), solid. RXN SMILES: [CH:1]1([N:7]([CH3:28])[C:8]2[C:9]([F:27])=[CH:10][C:11]3[C:12]([CH:26]=2)=[N:13][C:14]2[N:15]([CH3:25])[CH:16]=[C:17]([C:22]([OH:24])=[O:23])[C:18](=[O:21])[C:19]=2[CH:20]=3)[CH2:6][CH2:5][CH2:4][CH2:3][CH2:2]1.[OH-].[OH:30][CH2:31][CH2:32][N+:33]([CH3:36])([CH3:35])[CH3:34]>CO>[OH:30][CH2:31][CH2:32][N+:33]([CH3:36])([CH3:35])[CH3:34].[CH:1]1([N:7]([CH3:28])[C:8]2[C:9]([F:27])=[CH:10][C:11]3[C:12]([CH:26]=2)=[N:13][C:14]2[N:15]([CH3:25])[CH:16]=[C:17]([C:22]([O-:24])=[O:23])[C:18](=[O:21])[C:19]=2[CH:20]=3)[CH2:2][CH2:3][CH2:4][CH2:5][CH2:6]1 |f:1.2,4.5|. Procedure details: Choline 8-[(cyclohexyl)(methyl)amino]-7-fluoro-1-methyl-4-oxo-1,4-dihydrobenzo[b][1,8]naphthyridine-3-carboxylate was prepared under the conditions of Example 1, but from 1.5 g of 8-[(cyclohexyl)(methyl)amino]-7-fluoro-1-methyl-4-oxo-1,4-dihydrobenzo[b][1,8]naphthyridine-3-carboxylic acid in 15 cm3 of methanol and 1.5 cm3 of a 45% solution of choline hydroxide in methanol. After recrystallizing from 15 cm3 of 2-propanol, choline 8-[(cyclohexyl)(methyl)amino]-7-fluoro-1-methyl-4-oxo-1,4-dihydrobe... Starting materials: NC(=O)c1ccc(Br)c(F)c1, [K+], [K+], O=C([O-])[O-], Cc1ccc(NC(=O)C2(c3ccc4c(c3)OCO4)CC2)cc1B1OC(C)(C)C(C)(C)O1, CN(C)C=O. Product: Cc1ccc(NC(=O)C2(c3ccc4c(c3)OCO4)CC2)cc1-c1ccc(C(N)=O)cc1F. RXN SMILES: [Br:32][c:33]1[c:34]([F:42])[cH:35][c:36]([C:37](=[O:38])[NH2:39])[cH:40][cH:41]1.[K+:43].[K+:44].[O-:45][C:46]([O-:47])=[O:48].[O:1]1[CH2:2][O:3][c:4]2[c:5]1[cH:6][cH:7][c:8]([C:10]1([C:13](=[O:14])[NH:15][c:16]3[cH:17][c:18]([B:23]4[O:24][C:25]([CH3:26])([CH3:27])[C:28]([CH3:29])([CH3:30])[O:31]4)[c:19]([CH3:22])[cH:20][cH:21]3)[CH2:11][CH2:12]1)[cH:9]2.[O:49]=[CH:50][N:51]([CH3:52])[CH3:53]>>[O:1]1[CH2:2][O:3][c:4]2[c:5]1[cH:6][cH:7][c:8]([C:10]1([C:13](=[O:14])[NH:15][c:16]3[cH:17][c:18](-[c:33]4[c:34]([F:42])[cH:35][c:36]([C:37](=[O:38])[NH2:39])[cH:40][cH:41]4)[c:19]([CH3:22])[cH:20][cH:21]3)[CH2:11][CH2:12]1)[cH:9]2. Starting materials: [O-]CC.[Na+] (sodium ethoxide), C(C)O (ethanol), CI (methyl iodide), C(=O)(OCC)NC(=S)N (N-carbethoxythiourea). The solvent is CCOCC (ether). Reaction conditions: temperature 21 celsius, time 1 hour. The product is CSC(NC(=O)OCC)=N (2-Methyl-1-ethoxycarbonyl-2-thiopseudourea). Reaction SMILES: [O-][CH2:2]C.[Na+].C(O)C.CI.[C:10]([NH:15][C:16]([NH2:18])=[S:17])([O:12][CH2:13][CH3:14])=[O:11]>CCOCC>[CH3:2][S:17][C:16](=[NH:18])[NH:15][C:10]([O:12][CH2:13][CH3:14])=[O:11] |f:0.1|. Reported procedure: To a solution of sodium ethoxide in ethanol (made by addition of sodium (0.155 g, 6.7 mmol) to dry ethanol(15 ml)) was added methyl iodide (1.47 ml, 23.6 mmol) followed by N-carbethoxythiourea (1.0 g, 6.7 mmol). The resulting solution was stirred at 21° C. under nitrogen for 1 hr. This was then treated with ether (32 ml) and the resultant precipitate filtered off. The filtrate was evaporated to a clear syrup, which crystallised at 0-4° C. to give the title compound as a white solid (0.815 g). Starting materials: C(#N)C[C@H](CC(=O)OCC)O ((R)-4-cyano-3-hydroxybutyric acid, ethyl ester), C1(=CC=CC=C1)N(C(C)=O)C1=CC=CC=C1 (N,N-diphenylacetamide), C(C)(C)[N-]C(C)C.[Li+] (lithium diisopropylamide), Cl (hydrochloric acid). Solvent: O1CCCC1 (tetrahydrofuran), O1CCCC1 (tetrahydrofuran), O1CCCC1.CCCCCCC (tetrahydrofuran heptane). Reaction conditions: time 30 minute. Yields the product C(#N)C[C@H](CC(CC(=O)N(C1=CC=CC=C1)C1=CC=CC=C1)=O)O ((R)-6-cyano-5 -hydroxy-3-oxo-N,N-diphenylhexanamide). Reaction SMILES: [C:1]1([N:7]([C:11]2[CH:16]=[CH:15][CH:14]=[CH:13][CH:12]=2)[C:8](=[O:10])[CH3:9])[CH:6]=[CH:5][CH:4]=[CH:3][CH:2]=1.C([N-]C(C)C)(C)C.[Li+].[C:25]([CH2:27][C@@H:28]([OH:35])[CH2:29][C:30](OCC)=[O:31])#[N:26].Cl>O1CCCC1.O1CCCC1.CCCCCCC>[C:25]([CH2:27][C@@H:28]([OH:35])[CH2:29][C:30](=[O:31])[CH2:9][C:8]([N:7]([C:11]1[CH:16]=[CH:15][CH:14]=[CH:13][CH:12]=1)[C:1]1[CH:2]=[CH:3][CH:4]=[CH:5][CH:6]=1)=[O:10])#[N:26] |f:1.2,6.7|. Procedure: To a stirred -10° C. solution of N,N-diphenylacetamide (211 g, 1.0 mol) in tetrahydrofuran (1.0 L) is slowly added a solution of lithium diisopropylamide in tetrahydrofuran-heptane (0.5 L of 2M) while maintaining the temperature between -10° C. to -5° C. The mixture is stirred at -0° C. to 20° C. for 30 minutes. (R)-4-cyano-3-hydroxybutyric acid, ethyl ester (Brower, supra) (40 9, 0.25 mol) as a solution in 200 mL of tetrahydrofuran is added to the previously prepared anion. The reaction mixture... Reactants: C(C)(C)(C)C1=NC(=C(C#N)C=C1)OCC (6-tert-Butyl-2-ethoxy-nicotinonitrile), [OH-].[K+] (potassium hydroxide), C(C)O.O (ethanol water). Run at temperature 90 celsius. Yields the product C(C)(C)(C)C1=NC(=C(C(=O)O)C=C1)OCC (6-tert-butyl-2-ethoxy-nicotinic acid). Yield: 95.0%. Reaction SMILES: [C:1]([C:5]1[CH:12]=[CH:11][C:8]([C:9]#N)=[C:7]([O:13][CH2:14][CH3:15])[N:6]=1)([CH3:4])([CH3:3])[CH3:2].[OH-:16].[K+].C(O)C.[OH2:21]>>[C:1]([C:5]1[CH:12]=[CH:11][C:8]([C:9]([OH:21])=[O:16])=[C:7]([O:13][CH2:14][CH3:15])[N:6]=1)([CH3:4])([CH3:3])[CH3:2] |f:1.2,3.4|. Procedure: 6-tert-Butyl-2-ethoxy-nicotinonitrile (1.10 g, 5.3 mmol, prepared according to the literature procedure by Youngdale, G. A. and T. F. Oglia J. Med. Chem. 1985, 28, 1791) and potassium hydroxide (1.80 g, 32.3 mmol) were combined in ethanol/water (30 ml/7 ml) and heated at 90° C. overnight. The reaction was concentrated, acidified with 2N hydrochloric acid solution (20 ml) and extracted with chloroform. The combined organic layers were washed with water, dried over anhydrous magnesium sulfate and ...